From a dataset of the Open Reaction Database (ORD), a public repository of structured organic reaction records. describe an organic reaction: reactants, conditions, products, and yield Reactants: C(C)N1C2=CC=CC=C2SC=2C=CC=CC12 (10-ethylphenothiazine), CN(C=O)C (DMF), P(=O)(Cl)(Cl)Cl (Phosphorus oxychloride), CN(C=O)C (dimethylformamide), [OH-].[K+] (potassium hydroxide), ice water. Yields the product C(C)N1C2=CC=CC=C2SC=2C=C(C=CC12)C=O (10-Ethylphenothiazine-3-carbaldehyde). RXN SMILES: P(Cl)(Cl)(Cl)=O.[CH2:6]([N:8]1[C:21]2[CH:20]=[CH:19][CH:18]=[CH:17][C:16]=2[S:15][C:14]2[C:9]1=[CH:10][CH:11]=[CH:12][CH:13]=2)[CH3:7].[OH-].[K+].CN(C)[CH:26]=[O:27]>>[CH2:6]([N:8]1[C:9]2[CH:10]=[CH:11][C:12]([CH:26]=[O:27])=[CH:13][C:14]=2[S:15][C:16]2[C:21]1=[CH:20][CH:19]=[CH:18][CH:17]=2)[CH3:7] |f:2.3|. Procedure details: Phosphorus oxychloride (POCl3,3.7 ml, 0.04 mol) was added dropwise to 4.4 ml (0.06 mol) of dry dimethylformamide (DMF) at 0° C. under a nitrogen atmosphere. This solution was warmed up slowly to room temperature. Then, a solution of 5 g (0.02 mol) of 10-ethylphenothiazine in dry DMF was added dropwise. The reaction mixture was refluxed at 80° C. for 24 hours and poured into the ice water. This solution was neutralized with potassium hydroxide until the pH reached 6–8. The product was extracted w...